This data is from the Open Reaction Database (ORD), a public repository of structured organic reaction records. The task is: describe an organic reaction: reactants, conditions, products, and yield Starting materials: C(#CC(=O)OC)C(=O)OC (Dimethyl acetylenedicarboxylate), C1(=C(C=CC=C1)N)N (o-phenylenediamine). The solvent is CO (methanol). Run at time 3 hour. Product: O=C1C(=NC2=CC=CC=C2N1)CC(=O)OC (Methyl 3,4-dihydro-3-oxo-2-quinoxalineacetate). As a reaction SMILES: [C:1]([C:7]([O:9][CH3:10])=[O:8])#[C:2][C:3](OC)=[O:4].[C:11]1([NH2:18])[CH:16]=[CH:15][CH:14]=[CH:13][C:12]=1[NH2:17]>CO>[O:4]=[C:3]1[NH:18][C:11]2[C:12](=[CH:13][CH:14]=[CH:15][CH:16]=2)[N:17]=[C:2]1[CH2:1][C:7]([O:9][CH3:10])=[O:8]. Procedure details: Dimethyl acetylenedicarboxylate (31.2 g., 0.22 mol.) was added slowly to a solution of o-phenylenediamine (21.6 g., 0.2 mol.) in methanol (400 ml.). The reaction mixture was stirred at room temperature for three hours and then cooled in an ice bath. The yellow solid was collected and washed with cold methanol. The solid was recrystallized from tetrahydrofuran (27.7 g., m.p. 230°-232° dec.). Starting materials: C(C)OC(=O)C1=NC(=CC=C1)Br (6-bromo-pyridine-2-carboxylic acid ethyl ester), C1(CC1)B(O)O (cyclopropylboronic acid), P(=O)([O-])([O-])[O-].[K+].[K+].[K+] (potassium phosphate), C1(CC1)B(O)O (cyclopropylboronic acid), P(=O)([O-])([O-])[O-].[K+].[K+].[K+] (potassium phosphate). Solvent: C1(=CC=CC=C1)C (toluene). Conditions: temperature 100 celsius, time 8 hour. Yields the product C(C)OC(=O)C1=NC(=CC=C1)C1CC1 (6-Cyclopropyl-pyridine-2-carboxylic acid ethyl ester). As a reaction SMILES: [CH2:1]([O:3][C:4]([C:6]1[CH:11]=[CH:10][CH:9]=[C:8](Br)[N:7]=1)=[O:5])[CH3:2].[CH:13]1(B(O)O)[CH2:15][CH2:14]1.P([O-])([O-])([O-])=O.[K+].[K+].[K+]>C1(C)C=CC=CC=1>[CH2:1]([O:3][C:4]([C:6]1[CH:11]=[CH:10][CH:9]=[C:8]([CH:13]2[CH2:15][CH2:14]2)[N:7]=1)=[O:5])[CH3:2] |f:2.3.4.5|. Procedure: To a mixture of 2.90 g (12.6 mmol) 6-bromo-pyridine-2-carboxylic acid ethyl ester in 25 mL toluene was added 3.00 g (29.7 mmol) cyclopropylboronic acid and 5.50 g (25.9 mmol) potassium phosphate followed by 700 mg (0.957 mmol) 1,1′-bis(diphenylphosphino)-ferrocenedichloropalladium(II). The reaction mixture was stirred at 100° C. for 8 h. 1.00 g (9.90 mmol) of cyclopropylboronic acid and 1.50 g (7.07 mmol) of potassium phosphate were added and the mixture was stirred at 100° C. for 5 h. The react... Starting materials: COP(C)(=O)O, Clc1cnc(Cl)c(Cl)c1Cl, [NH4+], [Zn]. The product is Clc1cnc(Cl)c(Cl)c1. As a reaction SMILES: [CH3:12][O:13][P:14]([CH3:15])(=[O:16])[OH:17].[Cl:1][c:2]1[n:3][cH:4][c:5]([Cl:10])[c:6]([Cl:9])[c:7]1[Cl:8].[NH4+:11].[Zn:18]>>[Cl:1][c:2]1[n:3][cH:4][c:5]([Cl:10])[cH:6][c:7]1[Cl:8].